This data is from the Open Reaction Database (ORD), a public repository of structured organic reaction records. The task is: describe an organic reaction: reactants, conditions, products, and yield Starting materials: C1=CC2=C(N=C1)N(N=N2)O (HOAT), C(C)C(CC)N1C(=NC2=C1C=CC(=C2)C(=O)O)CC=2SC=CC2 (1-(1-ethyl-propyl)-2-thiophen-2-ylmethyl-1H-benzoimidazole-5-carboxylic acid), Cl.NC1(CCCCCC1)C(=O)OC (methyl 1-amino-cycloheptanecarboxylate-hydrochloride), CCN(C(C)C)C(C)C (DIPEA), CCN(C(C)C)C(C)C (DIPEA), Cl (hydrochloric acid). The solvent is O (water), C(CCl)Cl (EDC), CN(C)C=O (DMF). Conditions: time 16 hour. Yields the product COC(=O)C1(CCCCCC1)NC(=O)C1=CC2=C(N(C(=N2)CC=2SC=CC2)C(CC)CC)C=C1 (1-{[1-(1-Ethyl-propyl)-2-thiophen-2-ylmethyl-1H-benzimidazole-5-carbonyl]-amino}-cycloheptanecarboxylic acid methyl ester). Yield: 86.2%. Reaction SMILES: [CH2:1]([CH:3]([N:6]1[C:10]2[CH:11]=[CH:12][C:13]([C:15](O)=[O:16])=[CH:14][C:9]=2[N:8]=[C:7]1[CH2:18][C:19]1[S:20][CH:21]=[CH:22][CH:23]=1)[CH2:4][CH3:5])[CH3:2].C1C=NC2N(O)N=NC=2C=1.CCN(C(C)C)C(C)C.Cl.[NH2:44][C:45]1([C:52]([O:54][CH3:55])=[O:53])[CH2:51][CH2:50][CH2:49][CH2:48][CH2:47][CH2:46]1.Cl>CN(C=O)C.O.C(Cl)CCl>[CH3:55][O:54][C:52]([C:45]1([NH:44][C:15]([C:13]2[CH:12]=[CH:11][C:10]3[N:6]([CH:3]([CH2:1][CH3:2])[CH2:4][CH3:5])[C:7]([CH2:18][C:19]4[S:20][CH:21]=[CH:22][CH:23]=4)=[N:8][C:9]=3[CH:14]=2)=[O:16])[CH2:51][CH2:50][CH2:49][CH2:48][CH2:47][CH2:46]1)=[O:53] |f:3.4|. Procedure details: To a solution of 160 mg of 1-(1-ethyl-propyl)-2-thiophen-2-ylmethyl-1H-benzoimidazole-5-carboxylic acid (The preparation of intermediates is described below) in 3 ml of dry DMF 73 mg of HOAT, 131 mg of EDC and 0.16 ml of DIPEA were added at 0° C. After 15 min 100 mg of methyl 1-amino-cycloheptanecarboxylate-hydrochloride and 0.16 ml of DIPEA were added and the reaction was stirred at it for 16 h. The reaction was then poured into water and the pH was adjusted to 3 by the addition of 2 M aqueous ... Reactants: NC=1C=C(C(=O)O)C=CC1OC (3-amino-4-methoxy benzoic acid), FC(C(=O)Cl)(F)F (trifluoroacetyl chloride), COC=1C=C(C=C(C1OC)OC)O (3,4,5-trimethoxyphenol). Yields the product FC(C(=O)NC=1C=C(C(=O)OC2=CC(=C(C(=C2)OC)OC)OC)C=CC1OC)(F)F (3,4,5-trimethoxyphenyl 3-trifluoroacetamido-4-methoxybenzoate). As a reaction SMILES: [NH2:1][C:2]1[CH:3]=[C:4]([CH:8]=[CH:9][C:10]=1[O:11][CH3:12])[C:5]([OH:7])=[O:6].[F:13][C:14]([F:19])([F:18])[C:15](Cl)=[O:16].[CH3:20][O:21][C:22]1[CH:23]=[C:24](O)[CH:25]=[C:26]([O:30][CH3:31])[C:27]=1[O:28][CH3:29]>>[F:13][C:14]([F:19])([F:18])[C:15]([NH:1][C:2]1[CH:3]=[C:4]([CH:8]=[CH:9][C:10]=1[O:11][CH3:12])[C:5]([O:7][C:24]1[CH:25]=[C:26]([O:30][CH3:31])[C:27]([O:28][CH3:29])=[C:22]([O:21][CH3:20])[CH:23]=1)=[O:6])=[O:16]. Procedure: Compound 353 is synthesized following a similar method as in Example 1 and using 3-amino-4-methoxy benzoic acid, trifluoroacetyl chloride and 3,4,5-trimethoxyphenol as materials. Total yield of the two steps: 40%. The reactants are CCCCCCCN(CCc1csc(SC(C)(C)C(=O)OC(C)(C)C)n1)c1ncc(C(=O)OC)cc1Cl, CCO, [Na+], [OH-]. The product is CCCCCCCN(CCc1csc(SC(C)(C)C(=O)OC(C)(C)C)n1)c1ncc(C(=O)O)cc1Cl. RXN SMILES: [C:1]([CH3:2])([CH3:3])([CH3:4])[O:5][C:6]([C:7]([CH3:8])([CH3:9])[S:10][c:11]1[s:12][cH:13][c:14]([CH2:16][CH2:17][N:18]([CH2:19][CH2:20][CH2:21][CH2:22][CH2:23][CH2:24][CH3:25])[c:26]2[n:27][cH:28][c:29]([C:33](=[O:34])[O:35][CH3:36])[cH:30][c:31]2[Cl:32])[n:15]1)=[O:37].[CH3:40][CH2:41][OH:42].[Na+:39].[OH-:38]>>[C:1]([CH3:2])([CH3:3])([CH3:4])[O:5][C:6]([C:7]([CH3:8])([CH3:9])[S:10][c:11]1[s:12][cH:13][c:14]([CH2:16][CH2:17][N:18]([CH2:19][CH2:20][CH2:21][CH2:22][CH2:23][CH2:24][CH3:25])[c:26]2[n:27][cH:28][c:29]([C:33](=[O:34])[OH:35])[cH:30][c:31]2[Cl:32])[n:15]1)=[O:37]. The reactants are I[Si](C)(C)C (Iodotrimethylsilane), C1(CCCCC1)C1=CC=C2CCC(=CC2=C1)C(=O)NC1=CC=C(C=C1)CP(=O)(OCC)OCC (7-cyclohexyl-N-(4-diethoxyphosphorylmethylphenyl)-3,4-dihydronaphthalene-2-carboxamide). Run in C(Cl)(Cl)(Cl)Cl (carbon tetrachloride). Run at temperature 0 celsius, time 1 hour. Yields the product C1(CCCCC1)C1=CC=C2CCC(=CC2=C1)C(=O)NC1=CC=C(C=C1)CP(=O)(O)O (7-cyclohexyl-N-(4-phosphonomethylphenyl)-3,4-dihydronaphthalene-2-carboxamide). The yield is 63.4%. RXN SMILES: I[Si](C)(C)C.[CH:6]1([C:12]2[CH:21]=[C:20]3[C:15]([CH2:16][CH2:17][C:18]([C:22]([NH:24][C:25]4[CH:30]=[CH:29][C:28]([CH2:31][P:32]([O:37]CC)([O:34]CC)=[O:33])=[CH:27][CH:26]=4)=[O:23])=[CH:19]3)=[CH:14][CH:13]=2)[CH2:11][CH2:10][CH2:9][CH2:8][CH2:7]1>C(Cl)(Cl)(Cl)Cl>[CH:6]1([C:12]2[CH:21]=[C:20]3[C:15]([CH2:16][CH2:17][C:18]([C:22]([NH:24][C:25]4[CH:30]=[CH:29][C:28]([CH2:31][P:32]([OH:37])([OH:34])=[O:33])=[CH:27][CH:26]=4)=[O:23])=[CH:19]3)=[CH:14][CH:13]=2)[CH2:7][CH2:8][CH2:9][CH2:10][CH2:11]1. Procedure details: Iodotrimethylsilane [(CH3)3SiI] (0.458 g) was added to a suspension of 7-cyclohexyl-N-(4-diethoxyphosphorylmethylphenyl)-3,4-dihydronaphthalene-2-carboxamide (0.5 g) in carbon tetrachloride (10 ml) at 0° C. After stirring at 0° C. for 1 hour and then at room temperature for 15 hours, this mixture was concentrated under reduced pressure. To the residue, methanol (6 ml) was added; this mixture was acidified with 1N HCl and stirred at room temperature for 30 minutes. The resulting crystals were col... The reactants are NCC(=O)NCC(=O)N[C@@H](CCCNC(N)=N)C(=O)N[C@@H](CC1=CC=C(C=C1)O)C(=O)O (Gly-Gly-Arg-Tyr), imine, C(#N)[BH3-].[Na+] (sodium cyanoborohydride), NCC(=O)NCC(=O)N[C@@H](CCCNC(N)=N)C(=O)N[C@@H](CC1=CC=C(C=C1)O)C(=O)O (Gly-Gly-Arg-Tyr), P(=O)([O-])([O-])[O-] (phosphate). Yields the product C(CC(C(=O)O)NC(=O)CNC(=O)CN)CN=C(N)N (GLY-GLY-ARG). As a reaction SMILES: [NH2:1][CH2:2][C:3]([NH:5][CH2:6][C:7]([NH:9][C@H:10]([C:18](N[C@H](C(O)=O)CC1C=CC(O)=CC=1)=[O:19])[CH2:11][CH2:12][CH2:13][NH:14][C:15](=[NH:17])[NH2:16])=[O:8])=[O:4].P([O-])([O-])([O-])=[O:34].C([BH3-])#N.[Na+]>>[CH2:12]([CH2:13][N:14]=[C:15]([NH2:16])[NH2:17])[CH2:11][CH:10]([NH:9][C:7]([CH2:6][NH:5][C:3]([CH2:2][NH2:1])=[O:4])=[O:8])[C:18]([OH:19])=[O:34] |f:2.3|. Procedure: Gly-Gly-Arg-Tyr*, prepared by the method of Section 9.2, was coupled to normal human IgG or LL 1151 or NS 4.1 antibody oxidized by the method of Section 12.1 infra, by incubating the antibody at a 300-fold molar excess of Gly-Gly-Arg-Tyr* in the 0.1 M phosphate buffer, pH 6.0. To reduce the imine, sodium cyanoborohydride (NaCNBH3) was added to a final concentration of 10 mM, and the reaction mixture was maintained at room temperature for 2 hours. Unreacted Gly-Gly-Arg-Tyr* was separated from the... The reactants are O=C(O)c1ccc(N2CCN(C(=O)O)CC2)cc1, CN(C)c1ccncc1, ClCCl, Cl, NOCc1ccccc1. Product: O=C(NOCc1ccccc1)c1ccc(N2CCN(C(=O)O)CC2)cc1. RXN SMILES: [C:1](=[O:2])([OH:3])[c:4]1[cH:5][cH:6][c:7]([N:10]2[CH2:11][CH2:12][N:13]([C:16](=[O:17])[OH:18])[CH2:14][CH2:15]2)[cH:8][cH:9]1.[CH3:29][N:30]([c:31]1[cH:32][cH:33][n:34][cH:35][cH:36]1)[CH3:37].[Cl:38][CH2:39][Cl:40].[ClH:19].[c:20]1([CH2:26][O:27][NH2:28])[cH:21][cH:22][cH:23][cH:24][cH:25]1>>[C:1](=[O:3])([c:4]1[cH:5][cH:6][c:7]([N:10]2[CH2:11][CH2:12][N:13]([C:16](=[O:17])[OH:18])[CH2:14][CH2:15]2)[cH:8][cH:9]1)[NH:28][O:27][CH2:26][c:20]1[cH:21][cH:22][cH:23][cH:24][cH:25]1. Starting materials: B(F)(F)F.CCOCC (boron trifluoride etherate), Example II, [BH4-].[Na+] (Sodium borohydride), BrCC(=O)N1P(OCCC1)(=O)NCCBr ((+)-3-bromoacetyl-2[(2-bromoethyl)-amino]-2-oxo-1,3,2-oxazaphosphorinane). Run in CO (MeOH), O1CCCC1 (tetrahydrofuran), C(Cl)(Cl)Cl.CC(=O)C (CHCl3 acetone), O1CCCC1 (tetrahydrofuran), CO (MeOH), O (water). Product: BrCCN1P(OCCC1)(=O)NCCBr ((+)-3-(2-Bromoethyl)-2-[(2-bromoethyl)amino]-2-oxo-1,3,2-oxazaphosphorinane). As a reaction SMILES: [BH4-].[Na+].[Br:3][CH2:4][C:5]([N:7]1[CH2:12][CH2:11][CH2:10][O:9][P:8]1([NH:14][CH2:15][CH2:16][Br:17])=[O:13])=O.B(F)(F)F.CCOCC>O1CCCC1.C(Cl)(Cl)Cl.CC(C)=O.CO.O>[Br:3][CH2:4][CH2:5][N:7]1[CH2:12][CH2:11][CH2:10][O:9][P:8]1([NH:14][CH2:15][CH2:16][Br:17])=[O:13] |f:0.1,3.4,6.7|. Procedure: Sodium borohydride (1.5 g) was added to the solution of 6.6 g (18.1 mM) of (+)-3-bromoacetyl-2[(2-bromoethyl)-amino]-2-oxo-1,3,2-oxazaphosphorinane {[α]D25 =+32.7° MeOH} in 45 mL of tetrahydrofuran at ambient temperature and then was added a solution of 5.2 mL of boron trifluoride etherate in 15 mL of tetrahydrofuran. The resulting suspension was stirred at room temperature until completed and then 15 mL of water was added. Following the isolation procedure described in Example II 5.7 g (90%) of... Reactants: CC(C)(C)OC(=O)N1CCNCC1, O=C([O-])[O-], CC#N, CCS(=O)(=O)c1ccc2oc(Cl)nc2c1, [K+], [K+]. The product is CCS(=O)(=O)c1ccc2oc(N3CCN(C(=O)OC(C)(C)C)CC3)nc2c1. Reaction SMILES: [C:16]([CH3:17])([CH3:18])([CH3:19])[O:20][C:21](=[O:22])[N:23]1[CH2:24][CH2:25][NH:26][CH2:27][CH2:28]1.[C:29](=[O:30])([O-:31])[O-:32].[CH3:35][C:36]#[N:37].[Cl:1][c:2]1[o:3][c:4]2[c:5]([n:6]1)[cH:7][c:8]([S:11](=[O:12])(=[O:13])[CH2:14][CH3:15])[cH:9][cH:10]2.[K+:33].[K+:34]>>[c:2]1([N:26]2[CH2:25][CH2:24][N:23]([C:21]([O:20][C:16]([CH3:17])([CH3:18])[CH3:19])=[O:22])[CH2:28][CH2:27]2)[o:3][c:4]2[c:5]([n:6]1)[cH:7][c:8]([S:11](=[O:12])(=[O:13])[CH2:14][CH3:15])[cH:9][cH:10]2.